Dataset: the Open Reaction Database (ORD), a public repository of structured organic reaction records. Task: describe an organic reaction: reactants, conditions, products, and yield Reactants: CC(C)(C)P(C(C)(C)C)C(C)(C)C, CC1(C)OB(c2ccccc2C#N)OC1(C)C, CC(=O)c1ccc(F)c(Cl)c1, [F-], [K+], [Na+], C1CCOC1, [OH-]. Product: CC(=O)c1ccc(F)c(-c2ccccc2C#N)c1. As a reaction SMILES: [C:31]([P:32]([C:33]([CH3:34])([CH3:35])[CH3:36])[C:37]([CH3:38])([CH3:39])[CH3:40])([CH3:41])([CH3:42])[CH3:43].[CH3:12][C:13]1([CH3:14])[C:15]([CH3:16])([CH3:17])[O:18][B:19]([c:20]2[c:21]([C:22]#[N:23])[cH:24][cH:25][cH:26][cH:27]2)[O:28]1.[Cl:1][c:2]1[cH:3][c:4]([C:9]([CH3:10])=[O:11])[cH:5][cH:6][c:7]1[F:8].[F-:29].[K+:30].[Na+:45].[O:46]1[CH2:47][CH2:48][CH2:49][CH2:50]1.[OH-:44]>>[c:2]1(-[c:20]2[c:21]([C:22]#[N:23])[cH:24][cH:25][cH:26][cH:27]2)[cH:3][c:4]([C:9]([CH3:10])=[O:11])[cH:5][cH:6][c:7]1[F:8]. Reactants: N1=C(C=CC=C1C)C (2,6-lutidine), arylsulphenyl chloride, 5-arylthiosalicylic acids, [N+](=O)([O-])C1=CC=C(C=C1)SC1=CC(=C(C(C(=O)O)=C1C)O)C(C)(C)C (5-(4-nitrophenylthio)-3-t-butyl-6-methylsalicylic acid). The solvent is N1=CC=CC=C1 (pyridine). Product: [N+](=O)([O-])C1=CC=C(C=C1)SC1=CC(=C(C(C(=O)O)=C1C)O)C(C)C (5-(4-nitrophenylthio)-3-isopropyl-6-methylsalicylic acid), [N+](=O)([O-])C1=CC=C(C=C1)SC1=CC(=C(C(C(=O)O)=C1)O)C(C)(C)C (5-(4-nitrophenylthio)-3-t-butylsalicylic acid). RXN SMILES: [N+:1]([C:4]1[CH:9]=[CH:8][C:7]([S:10][C:11]2[C:19]([CH3:20])=[C:15]([C:16]([OH:18])=[O:17])[C:14]([OH:21])=[C:13]([C:22]([CH3:25])([CH3:24])[CH3:23])[CH:12]=2)=[CH:6][CH:5]=1)([O-:3])=[O:2].N1C(C)=CC=CC=1C>N1C=CC=CC=1>[N+:1]([C:4]1[CH:5]=[CH:6][C:7]([S:10][C:11]2[C:19]([CH3:20])=[C:15]([C:16]([OH:18])=[O:17])[C:14]([OH:21])=[C:13]([CH:22]([CH3:24])[CH3:23])[CH:12]=2)=[CH:8][CH:9]=1)([O-:3])=[O:2].[N+:1]([C:4]1[CH:5]=[CH:6][C:7]([S:10][C:11]2[CH:19]=[C:15]([C:16]([OH:18])=[O:17])[C:14]([OH:21])=[C:13]([C:22]([CH3:25])([CH3:24])[CH3:23])[CH:12]=2)=[CH:8][CH:9]=1)([O-:3])=[O:2]. Procedure: Those of the starting materials which are 5-arylthiosalicylic acids may be prepared using a similar procedure to that described for 5-(4-nitrophenylthio)-3-t-butyl-6-methylsalicylic acid in Example 2, except that pyridine is replaced by 2,6-lutidine in the preparation of the arylsulphenyl chloride. Thus there are obtained 5-(4-nitrophenylthio)-3-isopropyl-6-methylsalicylic acid, m.p. 177°-179° C. and 5-(4-nitrophenylthio)-3-t-butylsalicylic acid, m.p. 184°-185° C., from the reaction of 4-nitroph... Yield: 29.8%. The reactants are FC=1C=C(C(=O)NN)C=CC1O (3-fluoro-4-hydroxybenzoic acid hydrazide), C1N(CCC2=CC=CC=C12)CCOC1=CC(=C(C=O)C=C1)OC (4-[2-(1,2,3,4-tetrahydroisoquinolin-2-yl)ethoxy]-2-methoxybenzaldehyde). As a reaction SMILES: [F:1][C:2]1[CH:3]=[C:4]([CH:9]=[CH:10][C:11]=1[OH:12])[C:5]([NH:7][NH2:8])=[O:6].[CH2:13]1[C:22]2[C:17](=[CH:18][CH:19]=[CH:20][CH:21]=2)[CH2:16][CH2:15][N:14]1[CH2:23][CH2:24][O:25][C:26]1[CH:33]=[CH:32][C:29]([CH:30]=O)=[C:28]([O:34][CH3:35])[CH:27]=1>>[CH2:13]1[C:22]2[C:17](=[CH:18][CH:19]=[CH:20][CH:21]=2)[CH2:16][CH2:15][N:14]1[CH2:23][CH2:24][O:25][C:26]1[CH:33]=[CH:32][C:29]([CH:30]=[N:8][NH:7][C:5](=[O:6])[C:4]2[CH:9]=[CH:10][C:11]([OH:12])=[C:2]([F:1])[CH:3]=2)=[C:28]([O:34][CH3:35])[CH:27]=1. The product is C1N(CCC2=CC=CC=C12)CCOC1=CC(=C(C=NNC(C2=CC(=C(C=C2)O)F)=O)C=C1)OC (3-Fluoro-4-hydroxybenzoic Acid {4-[2-(1,2,3,4-Tetrahydro-isoquinolin-2-yl)ethoxy]-2-methoxybenzylidene}hydrazide). Procedure: This compound was prepared similarly as described in the previous example starting from resin bound 3-fluoro-4-hydroxybenzoic acid hydrazide (1 g, 0.94 mmol) and the above 4-[2-(1,2,3,4-tetrahydroisoquinolin-2-yl)ethoxy]-2-methoxybenzaldehyde (0.4 g, 0.94 mmol). After cleavage the compound was purified by column chromatography to afford 0.13 g of the title compound. Reactants: [BH4-].[Na+] (sodium borohydride), C(C)(C)(C)OC(=O)N1C[C@H](CC1)C(CCC)=O ((S)-3-butanoyl-pyrrolidine-1-carboxylic acid tert-butyl ester), [BH4-].[Na+] (sodium borohydride). Run in CO (methanol). Yields the product C(C)(C)(C)OC(=O)N1C[C@H](CC1)C(CCC)O ((3S)-3-(1-hydroxy-butyl)-pyrrolidine-1-carboxylic acid tert-butyl ester). Reaction SMILES: [BH4-].[Na+].[C:3]([O:7][C:8]([N:10]1[CH2:14][CH2:13][C@H:12]([C:15](=[O:19])[CH2:16][CH2:17][CH3:18])[CH2:11]1)=[O:9])([CH3:6])([CH3:5])[CH3:4]>CO>[C:3]([O:7][C:8]([N:10]1[CH2:14][CH2:13][C@H:12]([CH:15]([OH:19])[CH2:16][CH2:17][CH3:18])[CH2:11]1)=[O:9])([CH3:6])([CH3:5])[CH3:4] |f:0.1|. Procedure: Add sodium borohydride (5.19 g, 145 mmol) portion wise to a solution of (S)-3-butanoyl-pyrrolidine-1-carboxylic acid tert-butyl ester (7.0 g, 29.0 mmol) in methanol (200 mL) and stir at room temperature over night. Add more sodium borohydride (1.4 g, 39 mmol) and stir an hour at room temperature. Evaporate the methanol to half volume, add brine and extract with ethyl acetate. Dry the combine organic phases (MgSO4), filter and concentrate under reduced pressure. Separate the diastereoisomers by s... Reactants: Cc1c(F)c(F)cc2c(=O)[nH]c(=O)n(C3CC3)c12, [H-], NOc1ccc([N+](=O)[O-])cc1[N+](=O)[O-], [Na+], C1COCCO1, CN(C)C=O. The product is Cc1c(F)c(F)cc2c(=O)n(N)c(=O)n(C3CC3)c12. RXN SMILES: [CH:1]1([n:4]2[c:5](=[O:18])[nH:6][c:7](=[O:17])[c:8]3[cH:9][c:10]([F:16])[c:11]([F:15])[c:12]([CH3:14])[c:13]23)[CH2:2][CH2:3]1.[H-:20].[N+:21]([c:22]1[cH:23][c:24]([N+:25]([O-:26])=[O:27])[cH:28][cH:29][c:30]1[O:31][NH2:32])([O-:33])=[O:34].[Na+:19].[O:35]1[CH2:36][CH2:37][O:38][CH2:39][CH2:40]1.[O:41]=[CH:42][N:43]([CH3:44])[CH3:45]>>[CH:1]1([n:4]2[c:5](=[O:18])[n:6]([NH2:21])[c:7](=[O:17])[c:8]3[cH:9][c:10]([F:16])[c:11]([F:15])[c:12]([CH3:14])[c:13]23)[CH2:2][CH2:3]1. The reactants are BrC1=C(C=C(C(=O)OC)C=C1)C (methyl 4-bromo-3-methylbenzoate), B1(OC(C(O1)(C)C)(C)C)B2OC(C(O2)(C)C)(C)C (bis(pinacolato)diboron), C(C)(=O)[O-].[K+] (potassium acetate), BrC1=CC=C(O1)CN1CCOCC1 (4-(5-Bromo-furan-2-ylmethyl)-morpholine), C([O-])([O-])=O.[Cs+].[Cs+] (cesium carbonate). The reagents and catalysts are C(C)(=O)[O-].[Pd+2].C(C)(=O)[O-] (palladium acetate), C=1C=CC(=CC1)[P](C=2C=CC=CC2)(C=3C=CC=CC3)[Pd]([P](C=4C=CC=CC4)(C=5C=CC=CC5)C=6C=CC=CC6)([P](C=7C=CC=CC7)(C=8C=CC=CC8)C=9C=CC=CC9)[P](C=1C=CC=CC1)(C=1C=CC=CC1)C=1C=CC=CC1 (Pd(PPh3)4). Run in CN(C)C=O (DMF), CCOC(=O)C (EtOAc), O (water). Run at temperature 80 celsius, time 17 hour. Product: COC(C1=CC(=C(C=C1)C=1OC(=CC1)CN1CCOCC1)C)=O (3-Methyl-4-(5-morpholin-4-ylmethyl-furan-2-yl)-benzoic acid methyl ester). RXN SMILES: Br[C:2]1[CH:11]=[CH:10][C:5]([C:6]([O:8][CH3:9])=[O:7])=[CH:4][C:3]=1[CH3:12].B1(B2OC(C)(C)C(C)(C)O2)OC(C)(C)C(C)(C)O1.C([O-])(=O)C.[K+].Br[C:37]1[O:41][C:40]([CH2:42][N:43]2[CH2:48][CH2:47][O:46][CH2:45][CH2:44]2)=[CH:39][CH:38]=1.C(=O)([O-])[O-].[Cs+].[Cs+]>CCOC(C)=O.O.C([O-])(=O)C.[Pd+2].C([O-])(=O)C.C1C=CC([P]([Pd]([P](C2C=CC=CC=2)(C2C=CC=CC=2)C2C=CC=CC=2)([P](C2C=CC=CC=2)(C2C=CC=CC=2)C2C=CC=CC=2)[P](C2C=CC=CC=2)(C2C=CC=CC=2)C2C=CC=CC=2)(C2C=CC=CC=2)C2C=CC=CC=2)=CC=1.CN(C=O)C>[CH3:9][O:8][C:6](=[O:7])[C:5]1[CH:10]=[CH:11][C:2]([C:37]2[O:41][C:40]([CH2:42][N:43]3[CH2:44][CH2:45][O:46][CH2:47][CH2:48]3)=[CH:39][CH:38]=2)=[C:3]([CH3:12])[CH:4]=1 |f:2.3,5.6.7,10.11.12,^1:74,76,95,114|. Procedure: A three necked flask was charged with methyl 4-bromo-3-methylbenzoate (2.18 mmol), bis(pinacolato)diboron (2.29 mmol), palladium acetate (0.065 mmol), potassium acetate (6.54 mmol) and DMF (10 ml). The solution was degassed by bubbling through N2 gas for 30 mins and was then heated to 80° C. under N2 for 3 h. Reaction was then cooled to room temperature and 4-(5-Bromo-furan-2-ylmethyl)-morpholine (2.18 mmol), cesium carbonate (3.27 mmol) and Pd(PPh3)4 (0.065 mmol) added. The reaction was heated ...